This data is from the Open Reaction Database (ORD), a public repository of structured organic reaction records. The task is: describe an organic reaction: reactants, conditions, products, and yield Yields the product CCc1nc(C(C)(C)O)c(C(=O)OCc2oc(=O)oc2C)n1Cc1ccc(-c2ccccc2-c2nnn[nH]2)cc1. The reactants are CCc1nc(C(C)(C)O)c(C(=O)OCc2oc(=O)oc2C)n1Cc1ccc(-c2ccccc2-c2nnnn2C(c2ccccc2)(c2ccccc2)c2ccccc2)cc1, CC(=O)O. RXN SMILES: [CH2:1]([CH3:2])[c:3]1[n:4]([CH2:23][c:24]2[cH:25][cH:26][c:27](-[c:30]3[c:31](-[c:36]4[n:37][n:38][n:39][n:40]4[C:41]([c:42]4[cH:43][cH:44][cH:45][cH:46][cH:47]4)([c:48]4[cH:49][cH:50][cH:51][cH:52][cH:53]4)[c:54]4[cH:55][cH:56][cH:57][cH:58][cH:59]4)[cH:32][cH:33][cH:34][cH:35]3)[cH:28][cH:29]2)[c:5]([C:12](=[O:13])[O:14][CH2:15][c:16]2[o:17][c:18](=[O:22])[o:19][c:20]2[CH3:21])[c:6]([C:8]([CH3:9])([CH3:10])[OH:11])[n:7]1.[CH3:60][C:61](=[O:62])[OH:63]>>[CH2:1]([CH3:2])[c:3]1[n:4]([CH2:23][c:24]2[cH:25][cH:26][c:27](-[c:30]3[c:31](-[c:36]4[n:37][n:38][n:39][nH:40]4)[cH:32][cH:33][cH:34][cH:35]3)[cH:28][cH:29]2)[c:5]([C:12](=[O:13])[O:14][CH2:15][c:16]2[o:17][c:18](=[O:22])[o:19][c:20]2[CH3:21])[c:6]([C:8]([CH3:9])([CH3:10])[OH:11])[n:7]1. Reactants: NC1=CC2=C(N(C(=N2)N(C(OC(C)(C)C)=O)C2=CC=CC=C2)C)C=C1 (tert-butyl 5-amino-1-methyl-1H-benzimidazol-2-yl(phenyl)carbamate), C(=O)(O)[O-].[Na+] (NaHCO3), ClC1=NC=CC(=N1)Cl (2,4-dichloropyrimidine). Run in C1CCOC1 (THF), C(C)O (ethanol). Conditions: temperature 75 celsius, time 5 hour. The product is ClC1=NC=CC(=N1)NC1=CC2=C(N(C(=N2)N(C(OC(C)(C)C)=O)C2=CC=CC=C2)C)C=C1 (Tert-butyl 5-[(2-chloropyrimidin-4-yl)amino]-1-methyl-1H-benzimidazol-2-yl(phenyl)carbamate). Yield: 72.4%. RXN SMILES: [NH2:1][C:2]1[CH:25]=[CH:24][C:5]2[N:6]([CH3:23])[C:7]([N:9]([C:17]3[CH:22]=[CH:21][CH:20]=[CH:19][CH:18]=3)[C:10](=[O:16])[O:11][C:12]([CH3:15])([CH3:14])[CH3:13])=[N:8][C:4]=2[CH:3]=1.C([O-])(O)=O.[Na+].[Cl:31][C:32]1[N:37]=[C:36](Cl)[CH:35]=[CH:34][N:33]=1>C1COCC1.C(O)C>[Cl:31][C:32]1[N:37]=[C:36]([NH:1][C:2]2[CH:25]=[CH:24][C:5]3[N:6]([CH3:23])[C:7]([N:9]([C:17]4[CH:18]=[CH:19][CH:20]=[CH:21][CH:22]=4)[C:10](=[O:16])[O:11][C:12]([CH3:15])([CH3:13])[CH3:14])=[N:8][C:4]=3[CH:3]=2)[CH:35]=[CH:34][N:33]=1 |f:1.2|. Procedure details: To a solution of tert-butyl 5-amino-1-methyl-1H-benzimidazol-2-yl(phenyl)carbamate (1.03 g, 3.0 mmol) in THF (3 ml) and ethanol (9 ml) was added NaHCO3 (0.76 g, 9.0 mmol) and 2,4-dichloropyrimidine (0.89 g, 6.0 mmol) and the reaction was heated to 75° C. After 5 h, the reaction was filtered hot and concentrated to a gray foam. The crude material was purified on silica gel to give the title compound as a white foam (0.98 g, 73%). 1H NMR (300 MHz, d6-DMSO) δ 10.00 (s, 1H), 8.10 (d, J=5.7 Hz, 1H), ...